From a dataset of the Open Reaction Database (ORD), a public repository of structured organic reaction records. describe an organic reaction: reactants, conditions, products, and yield The reactants are O=C1C(CC2(OCCO2)CC1)C(=O)OC (Methyl 8-oxo-1,4-dioxa-spiro[4.5]decane-7-carboxylate), C(C)(C)(C)OC(N(C)C)N(C)C (tert.-butoxy-bis-(dimethylamino)-methane). Product: CN(C=C1C(C(CC2(OCCO2)C1)C(=O)OC)=O)C (Methyl 9-[1-dimethylamino-methylidene]-8-oxo-1,4-dioxa-spiro[4.5]decane-7-carboxylate). RXN SMILES: [O:1]=[C:2]1[CH2:11][CH2:10][C:5]2([O:9][CH2:8][CH2:7][O:6]2)[CH2:4][CH:3]1[C:12]([O:14][CH3:15])=[O:13].C(O[CH:21](N(C)C)[N:22]([CH3:24])[CH3:23])(C)(C)C>>[CH3:21][N:22]([CH3:24])[CH:23]=[C:11]1[CH2:10][C:5]2([O:9][CH2:8][CH2:7][O:6]2)[CH2:4][CH:3]([C:12]([O:14][CH3:15])=[O:13])[C:2]1=[O:1]. Procedure: Methyl 8-oxo-1,4-dioxa-spiro[4.5]decane-7-carboxylate (64 mg, 0.3 mmol) was reacted with tert.-butoxy-bis-(dimethylamino)-methane using in analogous manner the procedure described in example 45a) to give crude title compound (80 mg) as a red oil which was used directly in the next step. MS ISP (m/e): 270.3 [(M+H)+].